This data is from the Open Reaction Database (ORD), a public repository of structured organic reaction records. The task is: describe an organic reaction: reactants, conditions, products, and yield Starting materials: C(C1=CC=CC=C1)(=O)Cl (Benzoyl chloride), C(C)(C)(C)N (tert-Butyl amine). Solvent: C(C)(=O)OCC (ethyl acetate), C(C)(=O)OCC (ethyl acetate). Conditions: temperature 5 celsius, time 4 hour. The product is crystals, C(C)(C)(C)NC(C1=CC=CC=C1)=O (N-tert-butyl benzamide). Yield: 87.0%. RXN SMILES: [C:1]([NH2:5])([CH3:4])([CH3:3])[CH3:2].[C:6](Cl)(=[O:13])[C:7]1[CH:12]=[CH:11][CH:10]=[CH:9][CH:8]=1>C(OCC)(=O)C>[C:1]([NH:5][C:6](=[O:13])[C:7]1[CH:12]=[CH:11][CH:10]=[CH:9][CH:8]=1)([CH3:4])([CH3:3])[CH3:2]. Reported procedure: tert-Butyl amine (14.6 g, 0.200 mole) was stirred in ethyl acetate (150 mL, purified by washing with 5% sodium carbonate solution, saturated sodium chloride solution, drying over anhydrous magnesium sulfate, and filtering through fluted filter paper) and cooled to 5° C. with an ice bath. Benzoyl chloride (14.0 g, 0.100 mole) in purified ethyl acetate (75 mL) was added dropwise at such a rate to maintain the temperature below 10° C. The ice bath was removed upon complete addition of benzoyl chlor... As a reaction SMILES: [C:1]([C:4]1[N:9]=[C:8]([C:10]2[CH:15]=[CH:14][C:13]([O:16][C:17]3[CH:22]=[CH:21][C:20]([F:23])=[CH:19][CH:18]=3)=[CH:12][CH:11]=2)[N:7]=[C:6]([N:24]2[CH2:29][CH2:28][N:27](C(OC(C)(C)C)=O)[CH2:26][CH:25]2[CH2:37][OH:38])[CH:5]=1)(=[O:3])[NH2:2].Cl>O1CCOCC1>[F:23][C:20]1[CH:21]=[CH:22][C:17]([O:16][C:13]2[CH:14]=[CH:15][C:10]([C:8]3[N:9]=[C:4]([C:1]([NH2:2])=[O:3])[CH:5]=[C:6]([N:24]4[CH2:29][CH2:28][NH:27][CH2:26][CH:25]4[CH2:37][OH:38])[N:7]=3)=[CH:11][CH:12]=2)=[CH:18][CH:19]=1. Reactants: C(N)(=O)C1=CC(=NC(=N1)C1=CC=C(C=C1)OC1=CC=C(C=C1)F)N1C(CN(CC1)C(=O)OC(C)(C)C)CO (tert-butyl 4-(6-carbamoyl-2-(4-(4-fluorophenoxy)phenyl)pyrimidin-4-yl)-3-(hydroxymethyl)piperazine-1-carboxylate), Cl (HCl). Yields the product FC1=CC=C(OC2=CC=C(C=C2)C2=NC(=CC(=N2)C(=O)N)N2C(CNCC2)CO)C=C1 (2-(4-(4-fluorophenoxy)phenyl)-6-(2-(hydroxymethyl)piperazin-1-yl)pyrimidine-4-carboxamide). Procedure details: To a solution of the tert-butyl 4-(6-carbamoyl-2-(4-(4-fluorophenoxy)phenyl)pyrimidin-4-yl)-3-(hydroxymethyl)piperazine-1-carboxylate (0.848 g, 1.62 mmol) in dioxane (25 mL) was added 4M HCl in dioxane (5 mL, 20 mmol). After stirring overnight the reaction was concentrated in vacuo. The residue was triturated with 10 mL acetonitrile, filtered, and rinsed with 10 mL acetonitrile. The solid was then successively suspended and filtered three times from warm acetonitrile. The solid residue was then ... Solvent: O1CCOCC1 (dioxane), O1CCOCC1 (dioxane). Run at time 8 hour. Yield: 28.9%. Reactants: BrC=1C=C2C(=CN(C2=CC1)[Si](C)(C)C(C)(C)C)B(O)O (5-bromo-1-(tert-butyldimethylsilyl)-1H-indol-3-ylboronic acid), CN1C(C=CC1=O)=O (N-Methyl maleimide), O1CCOCC1 (dioxane). The reagents and catalysts are [Rh] (Rhodium). The solvent is O (H2O). Product: BrC=1C=C2C(=CN(C2=CC1)[Si](C)(C)C(C)(C)C)C1C(N(C(C1)=O)C)=O (3-(5-bromo-1-(tert-butyldimethylsilyl)-1H-indol-3-yl)-1-methylpyrrolidine-2,5-dione). RXN SMILES: [Br:1][C:2]1[CH:3]=[C:4]2[C:8](=[CH:9][CH:10]=1)[N:7]([Si:11]([C:14]([CH3:17])([CH3:16])[CH3:15])([CH3:13])[CH3:12])[CH:6]=[C:5]2B(O)O.[CH3:21][N:22]1[C:26](=[O:27])[CH:25]=[CH:24][C:23]1=[O:28].O1CCOCC1>[Rh].O>[Br:1][C:2]1[CH:3]=[C:4]2[C:8](=[CH:9][CH:10]=1)[N:7]([Si:11]([C:14]([CH3:17])([CH3:16])[CH3:15])([CH3:13])[CH3:12])[CH:6]=[C:5]2[CH:24]1[CH2:25][C:26](=[O:27])[N:22]([CH3:21])[C:23]1=[O:28]. Procedure: To an oven dried, argon purged flask fitted with magnetic stir-bar is charged 5-bromo-1-(tert-butyldimethylsilyl)-1H-indol-3-ylboronic acid 15 (141.6 mg, 0.400 mmol), N-Methyl maleimide 16 (22.2 mg, 0.200 mmol), Rhodium catalyst (0.05 equiv.), anhydrous dioxane (1 mL) and stirring begun. H2O (0.05 mL) added, and mixture heated in an oil bath as per the conditions outlined in Table 9 below. The reaction mixture was filtered through silica gel bed, and the solvent was evaporated to obtain crude pr... Reactants: 4-methoxyboronic acid, C(C)(C)(C)OC(=O)N1C=CC2=CC=C(C=C12)Br (1-tert-butoxycarbonyl-6-bromoindole), C(=O)([O-])[O-].[Na+].[Na+] (Na2CO3), C1(=CC=CC=C1)C (toluene). Reagents/catalysts: C=1C=CC(=CC1)[P](C=2C=CC=CC2)(C=3C=CC=CC3)[Pd]([P](C=4C=CC=CC4)(C=5C=CC=CC5)C=6C=CC=CC6)([P](C=7C=CC=CC7)(C=8C=CC=CC8)C=9C=CC=CC9)[P](C=1C=CC=CC1)(C=1C=CC=CC1)C=1C=CC=CC1 (tetrakis(triphenylphosphine)palladium(0)). Solvent: C(C)O (ethanol). The product is COC1=CC=C(C=C1)C1=CC=C2C=CN(C2=C1)C(=O)OC(C)(C)C (6-(4-methoxyphenyl)-1-tert-butoxycarbonylindole). Yield: 58.0%. RXN SMILES: [C:1]([O:5][C:6]([N:8]1[C:16]2[C:11](=[CH:12][CH:13]=[C:14](Br)[CH:15]=2)[CH:10]=[CH:9]1)=[O:7])([CH3:4])([CH3:3])[CH3:2].[C:18]([O-])([O-])=[O:19].[Na+].[Na+].[C:24]1(C)[CH:29]=[CH:28][CH:27]=[CH:26][CH:25]=1>C(O)C.C1C=CC([P]([Pd]([P](C2C=CC=CC=2)(C2C=CC=CC=2)C2C=CC=CC=2)([P](C2C=CC=CC=2)(C2C=CC=CC=2)C2C=CC=CC=2)[P](C2C=CC=CC=2)(C2C=CC=CC=2)C2C=CC=CC=2)(C2C=CC=CC=2)C2C=CC=CC=2)=CC=1>[CH3:18][O:19][C:24]1[CH:29]=[CH:28][C:27]([C:14]2[CH:15]=[C:16]3[C:11]([CH:10]=[CH:9][N:8]3[C:6]([O:5][C:1]([CH3:4])([CH3:3])[CH3:2])=[O:7])=[CH:12][CH:13]=2)=[CH:26][CH:25]=1 |f:1.2.3,^1:37,39,58,77|. Reported procedure: To a solution of 1-tert-butoxycarbonyl-6-bromoindole (5.0 g, 17 mmol) in toluene (200 mL) was added tetrakis(triphenylphosphine)palladium(0) (0.94 g, 0.84 mmol), 2N aqueous Na2CO3 (100 mL), and a solution of 4-methoxyboronic acid in ethanol (50 mL). The 2-phase mixture was heated at 110°-125° C. for two hours. The reaction mixture was cooled to ambient temperature and the layers where separated. The aqueous phase was extracted twice with ether. The combined organic layers where washed twice with...